From a dataset of the Open Reaction Database (ORD), a public repository of structured organic reaction records. describe an organic reaction: reactants, conditions, products, and yield Starting materials: F[B-](F)(F)F.C[O+](C)C (trimethyloxonium tetrafluoroborate), BrC=1C=C2C=NNC2=CC1 (5-bromo-1H-indazole). The solvent is C(C)(=O)OCC (ethyl acetate). Product: BrC1=CC2=CN(N=C2C=C1)C (5-bromo-2-methyl-2H-indazole). Isolated yield 70.0%. Reaction SMILES: F[B-](F)(F)F.[CH3:6][O+](C)C.[Br:10][C:11]1[CH:12]=[C:13]2[C:17](=[CH:18][CH:19]=1)[NH:16][N:15]=[CH:14]2>C(OCC)(=O)C>[Br:10][C:11]1[CH:19]=[CH:18][C:17]2[C:13](=[CH:14][N:15]([CH3:6])[N:16]=2)[CH:12]=1 |f:0.1|. Reported procedure: Add at room temperature under nitrogen, trimethyloxonium tetrafluoroborate (229.34; g, 1.52; mol) portion wise to a mixture of 5-bromo-1H-indazole (199.6; g, 1.01 mol) in ethyl acetate (3.04; L, 31.06; mol), stir 2.5; h and filter to give a white solid. Wash the recovered solid twice with ethyl acetate (500; mL) and then add it portion wise to a cooled aqueous solution of 2; M sodium hydroxide (3.80; L, 7.60; mol) in an ice bath. Stir the mixture for 1; h, sonicate for 15; min., filter and wash ...